Task: describe an organic reaction: reactants, conditions, products, and yield. Dataset: the Open Reaction Database (ORD), a public repository of structured organic reaction records Starting materials: ClC1=CC=C(C=C1)S(=O)(=O)CC(C(=O)O)CS(=O)(=O)C1=CC=C(C=C1)Cl (2-(4-chlorobenzenesulfonylmethyl)-3-(4-chlorobenzenesulfonyl)-propionic acid), O.ON1N=NC2=C1C=CC=C2 (1-hydroxybenzotriazole hydrate), Cl.CN(CCCN=C=NCC)C (1-(3-dimethylaminopropyl)-3-ethylcarbodiimide hydrochloride), Cl.NO (hydroxylamine hydrochloride), CN1CCOCC1 (4-methylmorpholine). The solvent is CN(C=O)C (dimethylformamide). Run at time 20 minute. Yields the product ONC(C(CS(=O)(=O)C1=CC=C(C=C1)Cl)CS(=O)(=O)C1=CC=C(C=C1)Cl)=O (N-hydroxy-2-[(4-chlorobenzenesulfonyl)methyl]-3-(4-chlorobenzenesulfonyl)-propionamide). RXN SMILES: [Cl:1][C:2]1[CH:7]=[CH:6][C:5]([S:8]([CH2:11][CH:12]([CH2:16][S:17]([C:20]2[CH:25]=[CH:24][C:23]([Cl:26])=[CH:22][CH:21]=2)(=[O:19])=[O:18])[C:13](O)=[O:14])(=[O:10])=[O:9])=[CH:4][CH:3]=1.O.[OH:28][N:29]1C2C=CC=CC=2N=N1.Cl.CN(C)CCCN=C=NCC.Cl.NO.CN1CCOCC1>CN(C)C=O>[OH:28][NH:29][C:13](=[O:14])[CH:12]([CH2:16][S:17]([C:20]1[CH:25]=[CH:24][C:23]([Cl:26])=[CH:22][CH:21]=1)(=[O:19])=[O:18])[CH2:11][S:8]([C:5]1[CH:6]=[CH:7][C:2]([Cl:1])=[CH:3][CH:4]=1)(=[O:10])=[O:9] |f:1.2,3.4,5.6|. Procedure details: A mixture of 2-(4-chlorobenzenesulfonylmethyl)-3-(4-chlorobenzenesulfonyl)-propionic acid (0.52 g, 1.1 mmol), 1-hydroxybenzotriazole hydrate (0.16 g, 1.2 mmol), 1-(3-dimethylaminopropyl)-3-ethylcarbodiimide hydrochloride (0.25 g, 1.3 mmol), and hydroxylamine hydrochloride (0.083 g, 1.2 mmol) is stirred in an ice bath for 20 minutes and 4-methylmorpholine (0.28 mL, 2.5 mmol) in dimethylformamide (10 mL) is added. After stirring overnight at ambient temperature, the mixture is partitioned between ... Reactants: C(CCC)[Sn](CCCC)(CCCC)Cl (Tri-n-butylstannyl chloride), C[Si](C)(C)[N-][Si](C)(C)C.[Li+].C1CCOC1 (lithiumbis(trimethylsilyl)amide THF), COC(=O)C=CC=1N=CN2C1SC=C2 (7-(2-methoxycarbonylvinyl)imidazo[5,1-b]thiazole), O (Water). The solvent is C1CCOC1 (THF). Conditions: time 15 minute. Yields the product COC(=O)C=CC=1N=CN2C1SC(=C2)[Sn](CCCC)(CCCC)CCCC (7-(2-Methoxycarbonylvinyl)-2-(tri-n-butylstannyl)imidazo[5,1-b]thiazole). RXN SMILES: [CH2:1]([Sn:5](Cl)([CH2:10][CH2:11][CH2:12][CH3:13])[CH2:6][CH2:7][CH2:8][CH3:9])[CH2:2][CH2:3][CH3:4].C[Si]([N-][Si](C)(C)C)(C)C.[Li+].C1COCC1.[CH3:30][O:31][C:32]([CH:34]=[CH:35][C:36]1[N:37]=[CH:38][N:39]2[CH:43]=[CH:42][S:41][C:40]=12)=[O:33].O>C1COCC1>[CH3:30][O:31][C:32]([CH:34]=[CH:35][C:36]1[N:37]=[CH:38][N:39]2[CH:43]=[C:42]([Sn:5]([CH2:10][CH2:11][CH2:12][CH3:13])([CH2:6][CH2:7][CH2:8][CH3:9])[CH2:1][CH2:2][CH2:3][CH3:4])[S:41][C:40]=12)=[O:33] |f:1.2.3|. Procedure details: Tri-n-butylstannyl chloride (250 μl) and 2.1 ml of a 1.0 N lithiumbis(trimethylsilyl)amide/THF solution were added in that order to a solution of 7-(2-methoxycarbonylvinyl)imidazo[5,1-b]thiazole (a mixture of geometrical isomers) in dry THF in an argon atmosphere at −78° C. The mixture was stirred at the same temperature for 15 min. Water was added thereto. The mixture was extracted with ethyl acetate, followed by washing with saturated brine. The extract was dried over anhydrous magnesium sulfa... The reactants are C(C)(=O)C=1C=CC2=C(C(CC(O2)(C)C)C2=NC=CC=C2C)C1 (6-acetyl-3,4-dihydro-2,2-dimethyl-4-(3-methyl-2-pyridyl)-2H-1-benzopyran), ClC1=CC(=CC=C1)C(=O)OO (m-chloroperbenzoic acid). The solvent is ClCCl (dichloromethane). The product is C(C)(=O)C=1C=CC2=C(C(CC(O2)(C)C)C2=[N+](C=CC=C2C)[O-])C1 (2-(6-acetyl-3,4-dihydro-2,2-dimethyl-2H-1-benzopyran-4-yl)-3-methylpyridine N-oxide). Yield: 26.3%. Reaction SMILES: [C:1]([C:4]1[CH:5]=[CH:6][C:7]2[O:12][C:11]([CH3:14])([CH3:13])[CH2:10][CH:9]([C:15]3[C:20]([CH3:21])=[CH:19][CH:18]=[CH:17][N:16]=3)[C:8]=2[CH:22]=1)(=[O:3])[CH3:2].ClC1C=CC=C(C(OO)=[O:31])C=1>ClCCl>[C:1]([C:4]1[CH:5]=[CH:6][C:7]2[O:12][C:11]([CH3:14])([CH3:13])[CH2:10][CH:9]([C:15]3[C:20]([CH3:21])=[CH:19][CH:18]=[CH:17][N+:16]=3[O-:31])[C:8]=2[CH:22]=1)(=[O:3])[CH3:2]. Reported procedure: 101 mg of 6-acetyl-3,4-dihydro-2,2-dimethyl-4-(3-methyl-2-pyridyl)-2H-1-benzopyran were dissolved in 5 ml of dichloromethane at room temperature and 91 mg of m-chloroperbenzoic acid were added. After 1 hour the mixture was washed in succession with sodium bisulphite solution, sodium bicarbonate solution and water. The organic extract was dried over sodium sulphate and evaporated to give an oil. This oil was triturated with t-butyl methyl ether to give a solid which, after recrystallization from ...